Task: describe an organic reaction: reactants, conditions, products, and yield. Dataset: the Open Reaction Database (ORD), a public repository of structured organic reaction records Reactants: FC=1C=C(C(=O)Cl)C=CC1 (m-fluorobenzoyl chloride), CO (methanol). Conditions: time 8 hour. Product: FC=1C=C(C(=O)OC)C=CC1 (methyl 3-fluorobenzoate). The yield is 92.5%. As a reaction SMILES: [F:1][C:2]1[CH:3]=[C:4]([CH:8]=[CH:9][CH:10]=1)[C:5](Cl)=[O:6].[CH3:11][OH:12]>>[F:1][C:2]1[CH:3]=[C:4]([CH:8]=[CH:9][CH:10]=1)[C:5]([O:12][CH3:11])=[O:6]. Procedure details: To a 1-liter flask fitted with a stirrer, addition funnel, condenser, and drying tube containing diethyl ether (200 ml) and methanol (anhd.; 64 g,; 2.0 moles] is added dropwise m-fluorobenzoyl chloride (317 g,; 2.0 moles) at room temperature over a 3 hour period. Additional methanol (10 ml) is added and the reaction mixture is stirred at room temperature overnight. The reaction mixture is then filtered through a bed of silicic acid and the solvent removed under vacuum to afford 285 grams of meth... Reactants: BrC1=CC(=C(C=C1)OC)[N+](=O)[O-] (4-bromo-1-methoxy-2-nitro-benzene), O1CCNCCC1 ([1.4]Oxazepane), FC1=CC=C(C(=O)NC=2SC3=C(N2)C(=CC=C3)N3CCOCC3)C=C1 (4-fluoro-N-(4-morpholin-4-yl-benzothiazol-2-yl)-benzamide). The product is FC1=CC=C(C(=O)NC=2SC3=C(N2)C(=CC=C3N3CCOCCC3)OC)C=C1 (4-Fluoro-N-(4-methoxy-7-[1,4]oxazepan-4-yl-benzothiazol-2-yl)-benzamide). Reaction SMILES: Br[C:2]1[CH:7]=[CH:6][C:5]([O:8][CH3:9])=[C:4]([N+:10]([O-])=O)[CH:3]=1.[O:13]1[CH2:19][CH2:18][CH2:17][NH:16][CH2:15][CH2:14]1.[F:20][C:21]1[CH:44]=[CH:43][C:24]([C:25]([NH:27][C:28]2[S:29]C3C=CC=C(N4CCOCC4)C=3N=2)=[O:26])=[CH:23][CH:22]=1>>[F:20][C:21]1[CH:44]=[CH:43][C:24]([C:25]([NH:27][C:28]2[S:29][C:3]3[C:2]([N:16]4[CH2:17][CH2:18][CH2:19][O:13][CH2:14][CH2:15]4)=[CH:7][CH:6]=[C:5]([O:8][CH3:9])[C:4]=3[N:10]=2)=[O:26])=[CH:23][CH:22]=1. Procedure details: The title compound was prepared strarting from 4-bromo-1-methoxy-2-nitro-benzene and [1.4]Oxazepane as described for 4-fluoro-N-(4-morpholin-4-yl-benzothiazol-2-yl)-benzamide (Example 275) and obtained as a light yellow solid in about 10% overall yield, MS: m/e=402 (M+H+). Starting materials: Brc1ccc(CN2CCCC2)cc1, Cc1ccccc1, NCc1ccccc1, O=C(C=Cc1ccccc1)C=Cc1ccccc1, O=C(C=Cc1ccccc1)C=Cc1ccccc1, O=C(C=Cc1ccccc1)C=Cc1ccccc1, [Pd], [Pd]. Product: c1ccc(CNc2ccc(CN3CCCC3)cc2)cc1. RXN SMILES: [Br:1][c:2]1[cH:3][cH:4][c:5]([CH2:6][N:7]2[CH2:8][CH2:9][CH2:10][CH2:11]2)[cH:12][cH:13]1.[CH3:22][c:23]1[cH:24][cH:25][cH:26][cH:27][cH:28]1.[NH2:14][CH2:15][c:16]1[cH:17][cH:18][cH:19][cH:20][cH:21]1.[O:31]=[C:32]([CH:33]=[CH:34][c:35]1[cH:36][cH:37][cH:38][cH:39][cH:40]1)[CH:41]=[CH:42][c:43]1[cH:44][cH:45][cH:46][cH:47][cH:48]1.[O:49]=[C:50]([CH:51]=[CH:52][c:53]1[cH:54][cH:55][cH:56][cH:57][cH:58]1)[CH:59]=[CH:60][c:61]1[cH:62][cH:63][cH:64][cH:65][cH:66]1.[O:67]=[C:68]([CH:69]=[CH:70][c:71]1[cH:72][cH:73][cH:74][cH:75][cH:76]1)[CH:77]=[CH:78][c:79]1[cH:80][cH:81][cH:82][cH:83][cH:84]1.[Pd:29].[Pd:30]>>[c:2]1([NH:14][CH2:15][c:16]2[cH:17][cH:18][cH:19][cH:20][cH:21]2)[cH:3][cH:4][c:5]([CH2:6][N:7]2[CH2:8][CH2:9][CH2:10][CH2:11]2)[cH:12][cH:13]1. Starting materials: Cc1ncc([N+](=O)[O-])[nH]1, O=CO, CCC1CO1. Product: CCC(O)Cn1c([N+](=O)[O-])cnc1C. RXN SMILES: [CH3:1][c:2]1[nH:3][c:4]([N+:7](=[O:8])[O-:9])[cH:5][n:6]1.[CH:15]([OH:16])=[O:17].[O:10]1[CH2:11][CH:12]1[CH2:13][CH3:14]>>[CH3:1][c:2]1[n:3]([CH2:11][CH:12]([OH:10])[CH2:13][CH3:14])[c:4]([N+:7](=[O:8])[O-:9])[cH:5][n:6]1. The reactants are [Br-], CCc1nc(I)c2n1CCN(C(=O)OC(C)(C)C)C2CCc1ccc(C(F)(F)F)cc1, CC[Mg+], C1CCOC1, O=C=O, O. Product: CCc1nc(C(=O)O)c2n1CCN(C(=O)OC(C)(C)C)C2CCc1ccc(C(F)(F)F)cc1. As a reaction SMILES: [Br-:32].[C:1]([CH3:2])([CH3:3])([CH3:4])[O:5][C:6](=[O:7])[N:8]1[CH:9]([CH2:20][CH2:21][c:22]2[cH:23][cH:24][c:25]([C:28]([F:29])([F:30])[F:31])[cH:26][cH:27]2)[c:10]2[n:11]([c:14]([CH2:18][CH3:19])[n:15][c:16]2[I:17])[CH2:12][CH2:13]1.[CH2:33]([Mg+:34])[CH3:35].[CH2:40]1[O:41][CH2:42][CH2:43][CH2:44]1.[O:36]=[C:37]=[O:38].[OH2:39]>>[C:1]([CH3:2])([CH3:3])([CH3:4])[O:5][C:6](=[O:7])[N:8]1[CH:9]([CH2:20][CH2:21][c:22]2[cH:23][cH:24][c:25]([C:28]([F:29])([F:30])[F:31])[cH:26][cH:27]2)[c:10]2[n:11]([c:14]([CH2:18][CH3:19])[n:15][c:16]2[C:37](=[O:36])[OH:38])[CH2:12][CH2:13]1.